Dataset: the Open Reaction Database (ORD), a public repository of structured organic reaction records. Task: describe an organic reaction: reactants, conditions, products, and yield Reactants: Cn1c(-c2ccc(OCC(O)CNCC(Cc3ccccc3)Oc3ccc(O)c(C(N)=O)c3)cc2)cccc1=O, CO. Yields the product Cn1c(-c2ccc(OCC(O)CNCCOc3ccc(O)c(C(N)=O)c3)cc2)cccc1=O. As a reaction SMILES: [CH3:1][n:2]1[c:3](-[c:9]2[cH:10][cH:11][c:12]([O:13][CH2:14][CH:15]([CH2:16][NH:17][CH2:18][CH:19]([O:20][c:21]3[cH:22][c:23]([C:28]([NH2:29])=[O:30])[c:24]([OH:27])[cH:25][cH:26]3)[CH2:31][c:32]3[cH:33][cH:34][cH:35][cH:36][cH:37]3)[OH:38])[cH:39][cH:40]2)[cH:4][cH:5][cH:6][c:7]1=[O:8].[CH3:41][OH:42]>>[CH3:1][n:2]1[c:3](-[c:9]2[cH:10][cH:11][c:12]([O:13][CH2:14][CH:15]([CH2:16][NH:17][CH2:18][CH2:19][O:20][c:21]3[cH:22][c:23]([C:28]([NH2:29])=[O:30])[c:24]([OH:27])[cH:25][cH:26]3)[OH:38])[cH:39][cH:40]2)[cH:4][cH:5][cH:6][c:7]1=[O:8].